From a dataset of the Open Reaction Database (ORD), a public repository of structured organic reaction records. describe an organic reaction: reactants, conditions, products, and yield Reactants: [I-].C[NH+]1C(N(C=C1)C)C (1,2,3-trimethyl-1H-imidazolium iodide), S1C(=CC=C1)C=O (2-thiophenecarboxaldehyde), C(C)O (ethanol), [OH-].[K+] (potassium hydroxide). Solvent: O (Water). Yields the product [I-].C[NH+]1C(N(C=C1)C)C=CC=1SC=CC1 (1,3-Dimethyl-2-[2-(2-thienyl)ethenyl]-1H-imidazolium iodide). As a reaction SMILES: [I-:1].[CH3:2][NH+:3]1[CH:7]=[CH:6][N:5]([CH3:8])[CH:4]1[CH3:9].[S:10]1[CH:14]=[CH:13][CH:12]=[C:11]1[CH:15]=O.C(O)C.[OH-].[K+]>O>[I-:1].[CH3:2][NH+:3]1[CH:7]=[CH:6][N:5]([CH3:8])[CH:4]1[CH:9]=[CH:15][C:11]1[S:10][CH:14]=[CH:13][CH:12]=1 |f:0.1,4.5,7.8|. Procedure details: A mixture of 5.0 g of 1,2,3-trimethyl-1H-imidazolium iodide, 2ml of 2-thiophenecarboxaldehyde, 20 ml of absolute ethanol and 1 g of potassium hydroxide is refluxed for 25 minutes. Water is added to the cooled mixture and the resulting solid is filtered off. Recrystallization from ethanol yields 3.8 g of the title compound, melting point 309°-311° C. Reactants: COC(C(COC1OCCCC1)(C)C)=O (2,2-dimethyl-3-(tetrahydro-pyran-2-yloxy)-propionic acid methyl ester), C(C)#N (acetonitrile), [H-].[Na+] (sodium hydride), [H-].[Na+] (sodium hydride), C(C)#N (acetonitrile), ice water. The solvent is C1(=CC=CC=C1)C (toluene), C1(=CC=CC=C1)C (toluene). Reaction conditions: time 1.5 hour. Product: CC(C(CC#N)=O)(COC1OCCCC1)C (4,4-dimethyl-3-oxo-5-(tetrahydro-pyran-2-yloxy)-pentanenitrile). Isolated yield 101.4%. As a reaction SMILES: CO[C:3](=[O:15])[C:4]([CH3:14])([CH3:13])[CH2:5][O:6][CH:7]1[CH2:12][CH2:11][CH2:10][CH2:9][O:8]1.[C:16](#[N:18])[CH3:17].[H-].[Na+]>C1(C)C=CC=CC=1>[CH3:14][C:4]([CH3:13])([CH2:5][O:6][CH:7]1[CH2:12][CH2:11][CH2:10][CH2:9][O:8]1)[C:3](=[O:15])[CH2:17][C:16]#[N:18] |f:2.3|. Procedure details: A solution of 129 g (0.60 mol) of 2,2-dimethyl-3-(tetrahydro-pyran-2-yloxy)-propionic acid methyl ester and 44 mL (0.84 mol) of acetonitrile in toluene (250 mL) is added dropwise to the refluxing suspension of 33 g (0.84 mol) of sodium hydride (60% in mineral oil) in toluene (600 mL) over a period of 2 h. After the addition, the reaction mixture is stirred at reflux for 3 h. Additional 16.7 g (0.42 mol) of sodium hydride (60% dispersion in mineral oil) and 22 mL (0.42 mol) of acetonitrile are ad... Reactants: CN(C(=O)N(C)C1CNCC1c1ccc(F)cc1)c1cc(Br)cc(C(F)(F)F)c1, Cl, O=C(O)C1CCC(F)(F)CC1. Product: CN(C(=O)N(C)C1CN(C(=O)C2CCC(F)(F)CC2)CC1c1ccc(F)cc1)c1cc(Br)cc(C(F)(F)F)c1. Reaction SMILES: [Br:2][c:3]1[cH:4][c:5]([N:13]([C:14](=[O:15])[N:16]([CH3:17])[CH:18]2[CH2:19][NH:20][CH2:21][CH:22]2[c:23]2[cH:24][cH:25][c:26]([F:29])[cH:27][cH:28]2)[CH3:30])[cH:6][c:7]([C:9]([F:10])([F:11])[F:12])[cH:8]1.[ClH:1].[F:31][C:32]1([F:41])[CH2:33][CH2:34][CH:35]([C:38](=[O:39])[OH:40])[CH2:36][CH2:37]1>>[Br:2][c:3]1[cH:4][c:5]([N:13]([C:14](=[O:15])[N:16]([CH3:17])[CH:18]2[CH2:19][N:20]([C:38]([CH:35]3[CH2:34][CH2:33][C:32]([F:31])([F:41])[CH2:37][CH2:36]3)=[O:39])[CH2:21][CH:22]2[c:23]2[cH:24][cH:25][c:26]([F:29])[cH:27][cH:28]2)[CH3:30])[cH:6][c:7]([C:9]([F:10])([F:11])[F:12])[cH:8]1. Starting materials: ethereal solution, C(CCC)[Li] (butyllithium), OC=1C=C2C3=C(C(NC2=CC1C(CCCC1=CC=CC=C1)C)(C)C)CCCC3=O (5,6,7,8,9,10-Hexahydro-2-hydroxy-3-(1-methyl-4-phenylbutyl)-6,6-dimethyl-10-oxo-benzo[c]quinoline). The reagents and catalysts are [Br-].C[P+](C1=CC=CC=C1)(C1=CC=CC=C1)C1=CC=CC=C1 (methyltriphenylphosphonium bromide). Run in CCOCC (ether), CCOCC (ether). Run at time 8 hour. Yields the product OC=1C=C2C3=C(C(NC2=CC1C(CCCC1=CC=CC=C1)C)(C)C)CCCC3=C (5,6,7,8,9,10-Hexahydro-2-hydroxy-6,6-dimethyl-3-(1-methyl-4-phenylbutyl)10-methylene-benzo[c]quinoline). RXN SMILES: [CH2:1]([Li])CCC.[OH:6][C:7]1[CH:8]=[C:9]2[C:14](=[CH:15][C:16]=1[CH:17]([CH3:27])[CH2:18][CH2:19][CH2:20][C:21]1[CH:26]=[CH:25][CH:24]=[CH:23][CH:22]=1)[NH:13][C:12]([CH3:29])([CH3:28])[C:11]1[CH2:30][CH2:31][CH2:32][C:33](=O)[C:10]2=1>[Br-].C[P+](C1C=CC=CC=1)(C1C=CC=CC=1)C1C=CC=CC=1.CCOCC>[OH:6][C:7]1[CH:8]=[C:9]2[C:14](=[CH:15][C:16]=1[CH:17]([CH3:27])[CH2:18][CH2:19][CH2:20][C:21]1[CH:26]=[CH:25][CH:24]=[CH:23][CH:22]=1)[NH:13][C:12]([CH3:28])([CH3:29])[C:11]1[CH2:30][CH2:31][CH2:32][C:33](=[CH2:1])[C:10]2=1 |f:2.3|. Procedure: A 1 N ethereal solution of butyllithium (9 ml.) is added with stirring, under a nitrogen atmosphere to a suspension of 3.57 g. (10 mmoles) of methyltriphenylphosphonium bromide (prepared from methyl bromide and triphenylphosphine) in 50 ml. of ether. 5,6,7,8,9,10-Hexahydro-2-hydroxy-3-(1-methyl-4-phenylbutyl)-6,6-dimethyl-10-oxo-benzo[c]quinoline (600 mg., 1.5 mmoles) dissolved in 100 ml. of ether is added and the mixture is stirred for four hours then allowed to stand overnight at room temperat...